This data is from the Open Reaction Database (ORD), a public repository of structured organic reaction records. The task is: describe an organic reaction: reactants, conditions, products, and yield The reactants are O=C(Cl)c1cc(Cl)nc2ccc(Br)cc12, Cc1onc(-c2ccccc2)c1N, c1ccncc1. The product is Cc1onc(-c2ccccc2)c1NC(=O)c1cc(Cl)nc2ccc(Br)cc12. Reaction SMILES: [Br:1][c:2]1[cH:3][c:4]2[c:5]([C:13](=[O:14])[Cl:15])[cH:6][c:7]([Cl:12])[n:8][c:9]2[cH:10][cH:11]1.[NH2:16][c:17]1[c:18](-[c:23]2[cH:24][cH:25][cH:26][cH:27][cH:28]2)[n:19][o:20][c:21]1[CH3:22].[cH:29]1[cH:30][cH:31][n:32][cH:33][cH:34]1>>[Br:1][c:2]1[cH:3][c:4]2[c:5]([C:13](=[O:14])[NH:16][c:17]3[c:18](-[c:23]4[cH:24][cH:25][cH:26][cH:27][cH:28]4)[n:19][o:20][c:21]3[CH3:22])[cH:6][c:7]([Cl:12])[n:8][c:9]2[cH:10][cH:11]1. Starting materials: NCCCC1(C(N)=O)c2ccccc2-c2ccccc21, CO, ClCCl, Cl, [Na+], [OH-]. Product: O=C1NCCCC12c1ccccc1-c1ccccc12. Reaction SMILES: [C:1]([NH2:2])(=[O:3])[C:4]1([CH2:17][CH2:18][CH2:19][NH2:20])[c:5]2[cH:6][cH:7][cH:8][cH:9][c:10]2-[c:11]2[cH:12][cH:13][cH:14][cH:15][c:16]21.[CH3:26][OH:27].[Cl:23][CH2:24][Cl:25].[ClH:28].[Na+:22].[OH-:21]>>[C:1]1(=[O:3])[C:4]2([c:5]3[cH:6][cH:7][cH:8][cH:9][c:10]3-[c:11]3[cH:12][cH:13][cH:14][cH:15][c:16]32)[CH2:17][CH2:18][CH2:19][NH:20]1. Conditions: temperature 20 celsius, time 18 hour. Starting materials: N[C@@]1(C(N(CC1)C)=O)CC#CC1=NC=CC(=N1)C1=CC=C(C=C1)C(F)(F)F ((3S)-3-amino-1-methyl-3-[3-[4-[4-(trifluoromethyl)phenyl]pyrimidin-2-yl]prop-2-ynyl]pyrrolidin-2-one). Solvent: CC#N (MeCN). As a reaction SMILES: [NH2:1][C@@:2]1([CH2:9][C:10]#[C:11][C:12]2[N:17]=[C:16]([C:18]3[CH:23]=[CH:22][C:21]([C:24]([F:27])([F:26])[F:25])=[CH:20][CH:19]=3)[CH:15]=[CH:14][N:13]=2)[CH2:6][CH2:5][N:4]([CH3:7])[C:3]1=[O:8]>CC#N.FC(F)(F)S([O-])(=O)=O.[Ag+]>[CH3:7][N:4]1[CH2:5][CH2:6][C@:2]2([N:1]=[C:11]([C:12]3[N:17]=[C:16]([C:18]4[CH:23]=[CH:22][C:21]([C:24]([F:27])([F:26])[F:25])=[CH:20][CH:19]=4)[CH:15]=[CH:14][N:13]=3)[CH2:10][CH2:9]2)[C:3]1=[O:8] |f:2.3|. Procedure details: Silver trifluoromethanesulphonate (23.34 mg, 0.0900 mmol) was added to a solution of (3S)-3-amino-1-methyl-3-[3-[4-[4-(trifluoromethyl)phenyl]pyrimidin-2-yl]prop-2-ynyl]pyrrolidin-2-one (which may be prepared as described in Description 8) (340 mg, 0.9100 mmol) in MeCN (10 mL) and the reaction was stirred at 20° C. for 18 hrs. Additional AgOTf (0.1 eq) was added and stirring was continued for 3 days. Additional AgOTf was added and stirring was continued for a further 3 days. The solvent was evap... The reagents and catalysts are C(F)(F)(F)S(=O)(=O)[O-].[Ag+] (AgOTf), FC(S(=O)(=O)[O-])(F)F.[Ag+] (Silver trifluoromethanesulphonate), C(F)(F)(F)S(=O)(=O)[O-].[Ag+] (AgOTf). Yield: 99.8%. The product is CN1C([C@]2(CCC(=N2)C2=NC=CC(=N2)C2=CC=C(C=C2)C(F)(F)F)CC1)=O ((5S)-7-Methyl-2-[4-[4-(trifluoromethyl)phenyl]pyrimidin-2-yl]-1,7-diazaspiro[4.4]non-1-en-6-one). The reactants are FC1=C(COC=2C(=NC=CC2)NC(=S)NC2=CC=C(C=C2)Cl)C(=CC=C1)Cl (N-[3-(2-fluoro-6-chlorobenzyloxy)pyrid-2-yl]-N'-(4-chlorophenyl)thiourea), mercuric oxide, N (ammonia). Conditions: time 40 hour. Yields the product FC1=C(COC=2C(=NC=CC2)NC(=N)NC2=CC=C(C=C2)Cl)C(=CC=C1)Cl (N-[3-(2-Fluoro-6-chlorobenzyloxy)pyrid-2-yl]-N'-(4-chlorophenyl)guanidine). RXN SMILES: [F:1][C:2]1[CH:26]=[CH:25][CH:24]=[C:23]([Cl:27])[C:3]=1[CH2:4][O:5][C:6]1[C:7]([NH:12][C:13]([NH:15][C:16]2[CH:21]=[CH:20][C:19]([Cl:22])=[CH:18][CH:17]=2)=S)=[N:8][CH:9]=[CH:10][CH:11]=1.[NH3:28]>>[F:1][C:2]1[CH:26]=[CH:25][CH:24]=[C:23]([Cl:27])[C:3]=1[CH2:4][O:5][C:6]1[C:7]([NH:12][C:13]([NH:15][C:16]2[CH:21]=[CH:20][C:19]([Cl:22])=[CH:18][CH:17]=2)=[NH:28])=[N:8][CH:9]=[CH:10][CH:11]=1. Procedure details: A mixture of N-[3-(2-fluoro-6-chlorobenzyloxy)pyrid-2-yl]-N'-(4-chlorophenyl)thiourea (2 g, 0.0047 mol), yellow mercuric oxide (2.56 g, 0.012 mol) and methanolic ammonia solution (40 ml) was stirred for 40 hours. The solvent was removed in vacuo and the black residue was treated with chloroform and filtered through celite. Evaporation of the solvent and recrystallisation from chloroform/ether gave the desired product. Yield 0.96 g (50%), m.p. 168°-170 ° C. Starting materials: ClC1=C2C=C(C(=NC2=NC=C1)C)C(=O)NCC1=CC(=CC=C1)C(F)(F)F (5-Chloro-2-methyl-N-(3-(trifluoromethyl)benzyl)-1,8-naphthyridine-3-carboxamide), N1CCOCC1 (morpholine). Solvent: C1CCOC1 (THF). The product is CC1=NC2=NC=CC(=C2C=C1C(=O)NCC1=CC(=CC=C1)C(F)(F)F)N1CCOCC1 (2-methyl-5-morpholino-N-(3-(trifluoromethyl)benzyl)-1,8-naphthyridine-3-carboxamide). Yield: 30.4%. As a reaction SMILES: Cl[C:2]1[CH:11]=[CH:10][N:9]=[C:8]2[C:3]=1[CH:4]=[C:5]([C:13]([NH:15][CH2:16][C:17]1[CH:22]=[CH:21][CH:20]=[C:19]([C:23]([F:26])([F:25])[F:24])[CH:18]=1)=[O:14])[C:6]([CH3:12])=[N:7]2.[NH:27]1[CH2:32][CH2:31][O:30][CH2:29][CH2:28]1>C1COCC1>[CH3:12][C:6]1[C:5]([C:13]([NH:15][CH2:16][C:17]2[CH:22]=[CH:21][CH:20]=[C:19]([C:23]([F:26])([F:25])[F:24])[CH:18]=2)=[O:14])=[CH:4][C:3]2[C:8](=[N:9][CH:10]=[CH:11][C:2]=2[N:27]2[CH2:32][CH2:31][O:30][CH2:29][CH2:28]2)[N:7]=1. Procedure: 5-Chloro-2-methyl-N-(3-(trifluoromethyl)benzyl)-1,8-naphthyridine-3-carboxamide (100 mg, 0.26 mmol) was dissolved in THF (10 ml) together with morpholine (45 μl, 0.52 mmol) and refluxed for 18 hours. The reaction was cooled and evaporated, the residue was purified by flash chromatography using CH2Cl2/CH3OH (20:1→10:1) as eluent to give 34 mg (30%) of 2-methyl-5-morpholino-N-(3-(trifluoromethyl)benzyl)-1,8-naphthyridine-3-carboxamide as a pale mass. Starting materials: COC(=O)C1=C(N(C2=NC=C(C=C21)Br)S(=O)(=O)C2=CC=CC=C2)CBr (1-benzenesulfonyl-5-bromo-2-bromomethyl-1H-pyrrolo[2,3-b]pyridine-3-carboxylic acid methyl ester), C(#N)CNS(=O)(=O)C1=CC=C(C=C1)C (N-cyanomethyl-4-methyl-benzenesulfonamide), [H-].[Na+] (Sodium hydride). Solvent: C1CCOC1 (THF), C(Cl)Cl (DCM), C([O-])([O-])=O.[Na+].[Na+] (sodium carbonate), O (water). Reaction conditions: temperature 0 celsius, time 15 minute. The product is COC(=O)C1=C(N(C2=NC=C(C=C21)Br)S(=O)(=O)C2=CC=CC=C2)CN(S(=O)(=O)C2=CC=C(C=C2)C)CC#N (1-Benzenesulfonyl-5-bromo-2-{[cyanomethyl-(toluene-4-sulfonyl)amino]-methyl}-1H-pyrrolo[2,3-b]pyridine-3-carboxylic acid methyl ester). The yield is 82.4%. RXN SMILES: [H-].[Na+].[CH3:3][O:4][C:5]([C:7]1[C:15]2[C:10](=[N:11][CH:12]=[C:13]([Br:16])[CH:14]=2)[N:9]([S:17]([C:20]2[CH:25]=[CH:24][CH:23]=[CH:22][CH:21]=2)(=[O:19])=[O:18])[C:8]=1[CH2:26]Br)=[O:6].[C:28]([CH2:30][NH:31][S:32]([C:35]1[CH:40]=[CH:39][C:38]([CH3:41])=[CH:37][CH:36]=1)(=[O:34])=[O:33])#[N:29]>C1COCC1.C(Cl)Cl.C(=O)([O-])[O-].[Na+].[Na+].O>[CH3:3][O:4][C:5]([C:7]1[C:15]2[C:10](=[N:11][CH:12]=[C:13]([Br:16])[CH:14]=2)[N:9]([S:17]([C:20]2[CH:21]=[CH:22][CH:23]=[CH:24][CH:25]=2)(=[O:18])=[O:19])[C:8]=1[CH2:26][N:31]([CH2:30][C:28]#[N:29])[S:32]([C:35]1[CH:36]=[CH:37][C:38]([CH3:41])=[CH:39][CH:40]=1)(=[O:34])=[O:33])=[O:6] |f:0.1,6.7.8|. Procedure details: Sodium hydride (48 mg, 60% dispersion in mineral oil, 12.0 mmol) was added to a cooled (0° C.) mixture of 1-benzenesulfonyl-5-bromo-2-bromomethyl-1H-pyrrolo[2,3-b]pyridine-3-carboxylic acid methyl ester (0.56 g, 1.16 mmol) and N-cyanomethyl-4-methyl-benzenesulfonamide (0.25 g, 1.20 mmol) in dry THF (3.5 mL). The reaction mixture was stirred at 0° C. for 15 minutes, then allowed to warm to ambient temperature and stirred for 18 h. The reaction mixture was then diluted with DCM (40 mL), saturated ... Starting materials: FC=1C=CC(=C(C1)C1CCNCC1)OC (4-(5-fluoro-2-methoxy-phenyl)-piperidine), FC=1C=CC(=C(C1)C1CCNCC1)OC (4-(5-fluoro-2-methoxy-phenyl)-piperidine), CN(C(=O)OC(C)(C)C)C(C(=O)O)CC1=CC=CC=C1 (2-[N-methyl-N-(tert-butoxycarbonyl)-amino]-3-phenyl-propionic acid), Cl.CN(CCCN=C=NCC)C (1-(3-dimethylaminopropyl)-3-ethylcarbodiimide hydrochloride), O.ON1N=NC2=C1C=CC=C2 (1-hydroxybenzotriazole hydrate), CN1CCOCC1 (4-methylmorpholine). As a reaction SMILES: [F:1][C:2]1[CH:3]=[CH:4][C:5]([O:14][CH3:15])=[C:6]([CH:8]2[CH2:13][CH2:12][NH:11][CH2:10][CH2:9]2)[CH:7]=1.[CH3:16][N:17]([CH:25]([CH2:29][C:30]1[CH:35]=[CH:34][CH:33]=[CH:32][CH:31]=1)[C:26](O)=[O:27])[C:18]([O:20][C:21]([CH3:24])([CH3:23])[CH3:22])=[O:19].Cl.CN(C)CCCN=C=NCC.O.ON1C2C=CC=CC=2N=N1.CN1CCOCC1>CN(C)C=O.O.CCOC(C)=O>[C:21]([O:20][C:18](=[O:19])[N:17]([C@H:25]([CH2:29][C:30]1[CH:35]=[CH:34][CH:33]=[CH:32][CH:31]=1)[C:26]([N:11]1[CH2:12][CH2:13][CH:8]([C:6]2[CH:7]=[C:2]([F:1])[CH:3]=[CH:4][C:5]=2[O:14][CH3:15])[CH2:9][CH2:10]1)=[O:27])[CH3:16])([CH3:24])([CH3:22])[CH3:23] |f:2.3,4.5|. Procedure: The above product of 4-(5-fluoro-2-methoxy-phenyl)-piperidine (Intermediate 4) was dissolved in N,N-dimethylformamide (10 mL) at 0° C. To the resulting solution, 0.70 g (2.5 mmole) of 2-[N-methyl-N-(tert-butoxycarbonyl)-amino]-3-phenyl-propionic acid in a minimal amount of DMF was added, followed by 1-(3-dimethylaminopropyl)-3-ethylcarbodiimide hydrochloride (DAEC) (0.48 g, 2.5 mmole), 1-hydroxybenzotriazole hydrate (HOBT) (0.41 g, 2.5 mmole) and 4-methylmorpholine (NMM) (0.37 mL, 3.4 mmole) and... Yields the product C(C)(C)(C)OC(N(C)[C@@H](C(=O)N1CCC(CC1)C1=C(C=CC(=C1)F)OC)CC1=CC=CC=C1)=O ((R)-{1-benzyl-2-[4-(5-fluoro-2-methoxy-phenyl)-piperidin-1-yl]-2-oxo-ethyl}-methyl-carbamic acid tert-butyl ester). Solvent: CN(C=O)C (N,N-dimethylformamide), CN(C)C=O (DMF), O (water), CCOC(=O)C (EtOAc). Conditions: time 8 hour. Reported procedure: As in Synthesis Example 1 but using 1.73 grams of 1,2-dicyano-4-nitrobenzene and 4.9 grams of 2-t-butylbenzenethiol, there was obtained 1.46 grams of 1,2-dicyano-3-(2-t-butylphenylthio)benzene (yield of 50%). Next, as in Synthesis Example 1 but using 1.46 grams of this benzene compound and 0.42 gram of BBr3 l there was obtained 0.73 gram of the end product (yield 45%, mp 160°-161° C.). The yield is 50.0%. Reaction SMILES: [C:1]([C:3]1[CH:8]=[CH:7][C:6]([N+]([O-])=O)=[CH:5][C:4]=1[C:12]#[N:13])#[N:2].[C:14]([C:18]1[CH:23]=[CH:22][CH:21]=[CH:20][C:19]=1[SH:24])([CH3:17])([CH3:16])[CH3:15]>>[C:1]([C:3]1[CH:8]=[CH:7][CH:6]=[C:5]([S:24][C:19]2[CH:20]=[CH:21][CH:22]=[CH:23][C:18]=2[C:14]([CH3:17])([CH3:16])[CH3:15])[C:4]=1[C:12]#[N:13])#[N:2]. The reactants are C(#N)C1=C(C=C(C=C1)[N+](=O)[O-])C#N (1,2-dicyano-4-nitrobenzene), C(C)(C)(C)C1=C(C=CC=C1)S (2-t-butylbenzenethiol). The product is C(#N)C1=C(C(=CC=C1)SC1=C(C=CC=C1)C(C)(C)C)C#N (1,2-dicyano-3-(2-t-butylphenylthio)benzene).